Dataset: the Open Reaction Database (ORD), a public repository of structured organic reaction records. Task: describe an organic reaction: reactants, conditions, products, and yield Reactants: CC1=NNC=C1 (3-methylpyrazole), [H-].[Na+] (Sodium hydride), FC=1C=CC(=C(C1)C(=O)N1CC2=C(NC3=C1C=CC=C3)N=CC=C2)C ([5-Fluoro-2-(methyl)-phenyl]-(6,11-dihydro-5H-pyrido[2,3-b][1,5]benzodiazepin-6-yl)-methanone). Run in CCCCCC (hexane). The product is CC1=C(C=C(C=C1)N1N=C(C=C1)C)C(=O)N1CC2=C(NC3=C1C=CC=C3)N=CC=C2 ([2-Methyl-5-(3-methyl-1H-pyrazol-1-yl)-phenyl]-(6,11-dihydro-5H-pyrido[2,3-b][1,5]benzodiazepin-6-yl)-methanone). Isolated yield 71.7%. Reaction SMILES: [H-].[Na+].[CH3:3][C:4]1[CH:8]=[CH:7][NH:6][N:5]=1.F[C:10]1[CH:11]=[CH:12][C:13]([CH3:33])=[C:14]([C:16]([N:18]2[C:24]3[CH:25]=[CH:26][CH:27]=[CH:28][C:23]=3[NH:22][C:21]3[N:29]=[CH:30][CH:31]=[CH:32][C:20]=3[CH2:19]2)=[O:17])[CH:15]=1>CCCCCC>[CH3:33][C:13]1[CH:12]=[CH:11][C:10]([N:6]2[CH:7]=[CH:8][C:4]([CH3:3])=[N:5]2)=[CH:15][C:14]=1[C:16]([N:18]1[C:24]2[CH:25]=[CH:26][CH:27]=[CH:28][C:23]=2[NH:22][C:21]2[N:29]=[CH:30][CH:31]=[CH:32][C:20]=2[CH2:19]1)=[O:17] |f:0.1|. Procedure: Sodium hydride (60% suspension in oil, 0.25 g, 6.25 mmol) was washed with hexane, dried under nitrogen and resuspended in dry dimethylformamide (10 mL). Neat 3-methylpyrazole (0.28 mL, 3.5 mmol) was added in one portion at ambient temperature. Stirring was continued until the gas evolution subsided. The (5-fluoro-2-(methyl)-phenyl)-(6,11-dihydro-5H-pyrido[2,3-b][1,5]benzodiazepin-6-yl)-methanone of Step B (0.75 g, 1.94 mmol) was added in one portion to the clear solution. The mixture was heated ... Starting materials: C(C)(=O)C1=NN(C(=C1S(=O)C)N)C1=C(C=C(C=C1Cl)C(F)(F)F)Cl (3-acetyl-5-amino-1-[2,6-dichloro-4-(trifluoromethyl)phenyl]-4-methylsulfinyl-1H-pyrazole), Cl.CNO (N-methylhydroxylamine hydrochloride), N1=CC=CC=C1 (pyridine). Run in CO (methanol). Run at temperature 20 celsius, time 68 hour. Yields the product C[N+](=C(C)C1=NN(C(=C1S(=O)C)N)C1=C(C=C(C=C1Cl)C(F)(F)F)Cl)[O-] (N-Methyl-[5-amino-1-[2,6-dichloro-4-(trifluoromethyl)phenyl]-4-methylsulfinyl-1H-pyrazol-3-yl]ethanimine N-oxide). The yield is 36.8%. RXN SMILES: [C:1]([C:4]1[C:8]([S:9]([CH3:11])=[O:10])=[C:7]([NH2:12])[N:6]([C:13]2[C:18]([Cl:19])=[CH:17][C:16]([C:20]([F:23])([F:22])[F:21])=[CH:15][C:14]=2[Cl:24])[N:5]=1)(=O)[CH3:2].Cl.[CH3:26][NH:27][OH:28].N1C=CC=CC=1>CO>[CH3:26][N+:27]([O-:28])=[C:1]([C:4]1[C:8]([S:9]([CH3:11])=[O:10])=[C:7]([NH2:12])[N:6]([C:13]2[C:18]([Cl:19])=[CH:17][C:16]([C:20]([F:23])([F:22])[F:21])=[CH:15][C:14]=2[Cl:24])[N:5]=1)[CH3:2] |f:1.2|. Procedure details: A mixture of 2.0 grams (0.005 mole) of 3-acetyl-5-amino-1-[2,6-dichloro-4-(trifluoromethyl)phenyl]-4-methylsulfinyl-1H-pyrazole, 0.83 gram (0.01 mole) of N-methylhydroxylamine hydrochloride, 1.21 ml (0.015 mole) of pyridine and 150 ml of methanol was stirred 68 h at 20° C. The mixture was successively evaporated, washed with CH2Cl2 and water; filtered; washed in hot acetonitrile, acetone, hot methanol; and dried so as to give 0.79 gram of Compound No. 4 (m.p. about 228° C.). Reactants: C1(=CC=CC=C1)S(=O)(=O)CC1=NNC(=N1)C=1OC=CC1 (3-benzenesulfonylmethyl-5-furan-2-yl-1H-[1,2,4]triazole), FC1=NC=CC(=C1)C=CC#N (3-(2-fluoro-pyridin-4-yl)-acrylonitrile). Yields the product FC1=NC=CC(=C1)C1=CC=2N(C(=C1)N)N=C(N2)C=2OC=CC2 (7-(2-Fluoro-pyridin-4-yl)-2-furan-2-yl-[1,2,4]triazolo[1,5-a]pyridin-5-ylamine). Reaction SMILES: C1(S([CH2:10][C:11]2[N:15]=[C:14]([C:16]3[O:17][CH:18]=[CH:19][CH:20]=3)[NH:13][N:12]=2)(=O)=O)C=CC=CC=1.[F:21][C:22]1[CH:27]=[C:26]([CH:28]=[CH:29][C:30]#[N:31])[CH:25]=[CH:24][N:23]=1>>[F:21][C:22]1[CH:27]=[C:26]([C:28]2[CH:29]=[C:30]([NH2:31])[N:12]3[N:13]=[C:14]([C:16]4[O:17][CH:18]=[CH:19][CH:20]=4)[N:15]=[C:11]3[CH:10]=2)[CH:25]=[CH:24][N:23]=1. Procedure: The title compound, MS m/e (%): 296 (M+H+, 100), was prepared in accordance with the general method of example 1 from 3-benzenesulfonylmethyl-5-furan-2-yl-1H-[1,2,4]triazole and 3-(2-fluoro-pyridin-4-yl)-acrylonitrile.